From a dataset of the Open Reaction Database (ORD), a public repository of structured organic reaction records. describe an organic reaction: reactants, conditions, products, and yield Reactants: CCOCC (ether), NC1=C(C(=NN1C1=C(C=C(C=C1Cl)C(F)(F)F)Cl)C#N)I (5-amino-3-cyano-1-(2,6-dichloro-4-trifluoromethylphenyl)-4-iodopyrazole), C(O)([O-])=O.[Na+] (sodium hydrogen carbonate), [N+](=O)([O-])C=1C=C(C=CC1)B(O)O (3-nitrophenylboronic acid). The reagents and catalysts are C=1C=CC(=CC1)[P](C=2C=CC=CC2)(C=3C=CC=CC3)[Pd]([P](C=4C=CC=CC4)(C=5C=CC=CC5)C=6C=CC=CC6)([P](C=7C=CC=CC7)(C=8C=CC=CC8)C=9C=CC=CC9)[P](C=1C=CC=CC1)(C=1C=CC=CC1)C=1C=CC=CC1 (tetrakis(triphenylphosphine)palladium(0)). Run in O (water), C1(=CC=CC=C1)C (toluene), C(C)O (ethanol). Reaction conditions: time 8 hour. Yields the product NC1=C(C(=NN1C1=C(C=C(C=C1Cl)C(F)(F)F)Cl)C#N)C1=CC(=CC=C1)[N+](=O)[O-] (5-Amino-3-cyano-1-(2,6-dichloro-4-trifluoromethylphenyl)-4-(3-nitrophenyl)pyrazole). As a reaction SMILES: [NH2:1][C:2]1[N:6]([C:7]2[C:12]([Cl:13])=[CH:11][C:10]([C:14]([F:17])([F:16])[F:15])=[CH:9][C:8]=2[Cl:18])[N:5]=[C:4]([C:19]#[N:20])[C:3]=1I.C(=O)([O-])O.[Na+].[N+:27]([C:30]1[CH:31]=[C:32](B(O)O)[CH:33]=[CH:34][CH:35]=1)([O-:29])=[O:28].CCOCC>C1(C)C=CC=CC=1.C(O)C.C1C=CC([P]([Pd]([P](C2C=CC=CC=2)(C2C=CC=CC=2)C2C=CC=CC=2)([P](C2C=CC=CC=2)(C2C=CC=CC=2)C2C=CC=CC=2)[P](C2C=CC=CC=2)(C2C=CC=CC=2)C2C=CC=CC=2)(C2C=CC=CC=2)C2C=CC=CC=2)=CC=1.O>[NH2:1][C:2]1[N:6]([C:7]2[C:12]([Cl:13])=[CH:11][C:10]([C:14]([F:17])([F:16])[F:15])=[CH:9][C:8]=2[Cl:18])[N:5]=[C:4]([C:19]#[N:20])[C:3]=1[C:34]1[CH:33]=[CH:32][CH:31]=[C:30]([N+:27]([O-:29])=[O:28])[CH:35]=1 |f:1.2,^1:57,59,78,97|. Procedure: To a rapidly stirred solution of 5-amino-3-cyano-1-(2,6-dichloro-4-trifluoromethylphenyl)-4-iodopyrazole (0.25 g) in toluene (2 ml) containing tetrakis(triphenylphosphine)palladium(0) (0.02 g) was added saturated aqueous sodium hydrogen carbonate solution (1 ml) and a solution of 3-nitrophenylboronic acid (0.21 g) in ethanol (1 ml). The mixture was heated under reflux for 1 hour, then left at room temperature overnight and then poured into ether (25 ml) and water (25 ml). The organic layer was s... Reactants: [OH-].[Na+] (sodium hydroxide), C(C)(=O)O[BH-](OC(C)=O)OC(C)=O.[Na+] (Sodium triacetoxyborohydride), C1(CCC1)N (cyclobutylamine), COC1=C(C(=NC=C1C)CN1N=C2C=3C(CC(C3CSN=C2N(C(=O)OC(C)(C)C)C(=O)OC(C)(C)C)=O)=N1)C (Di-tert-butyl {2-[(4-methoxy-3,5-dimethylpyridin-2-yl)methyl]-8-oxo-2,7,8,9-tetrahydro-6-thia-1,2,3,5-tetraazabenzo[cd]azulen-4-yl}imidodicarbonate), ClC(C)Cl (dichloroethane). The reagents and catalysts are CO (Methanol). The solvent is C(C)(=O)O (acetic acid). Run at time 8 hour. Yields the product C1(CCC1)NC1CC=2C=3C(C(=NSCC13)N)=NN(N2)CC2=NC=C(C(=C2C)OC)C (N8-Cyclobutyl-2-[(4-methoxy-3,5-dimethylpyridin-2-yl)methyl]-2,7,8,9-tetrahydro-6-thia-1,2,3,5-tetraazabenzo[cd]azulene-4,8-diamine). Isolated yield 25.0%. RXN SMILES: C(O[BH-](OC(=O)C)OC(=O)C)(=O)C.[Na+].[CH3:15][O:16][C:17]1[C:22]([CH3:23])=[CH:21][N:20]=[C:19]([CH2:24][N:25]2[N:53]=[C:29]3[CH2:30][C:31](=O)[C:32]4[CH2:33][S:34][N:35]=[C:36]([N:37](C(OC(C)(C)C)=O)C(OC(C)(C)C)=O)[C:27]([C:28]=43)=[N:26]2)[C:18]=1[CH3:54].ClC(Cl)C.[CH:59]1([NH2:63])[CH2:62][CH2:61][CH2:60]1.[OH-].[Na+]>CO.C(O)(=O)C>[CH:59]1([NH:63][CH:31]2[C:32]3[CH2:33][S:34][N:35]=[C:36]([NH2:37])[C:27]4=[N:26][N:25]([CH2:24][C:19]5[C:18]([CH3:54])=[C:17]([O:16][CH3:15])[C:22]([CH3:23])=[CH:21][N:20]=5)[N:53]=[C:29]([C:28]=34)[CH2:30]2)[CH2:62][CH2:61][CH2:60]1 |f:0.1,5.6|. Procedure details: Sodium triacetoxyborohydride (16 mg) was added to a mixture composed of di-tert-butyl {2-[(4-methoxy-3,5-dimethylpyridin-2-yl)methyl]-8-oxo-2,7,8,9-tetrahydro-6-thia-1,2,3,5-tetraazabenzo[cd]azulen-4-yl}imidodicarbonate of Example 40 (34 mg), dichloroethane (0.7 ml), cyclobutylamine (15 μl) and acetic acid (10 μl), and the mixture was stirred at room temperature overnight. Methanol (three drops) was added dropwise to the reaction mixture, and then a 1 N sodium hydroxide solution was added, follo... The reactants are C1CCOC1, O=C(Cl)OCc1ccccc1, [Na+], [OH-], O=C(O)CC(O)(CC(=O)O)C(=O)O, Nc1cnc2[nH]ccc2c1. RXN SMILES: [CH2:37]1[O:38][CH2:39][CH2:40][CH2:41]1.[Cl:11][C:12](=[O:13])[O:14][CH2:15][c:16]1[cH:17][cH:18][cH:19][cH:20][cH:21]1.[Na+:23].[OH-:22].[OH:24][C:25]([CH2:26][C:27]([C:28](=[O:29])[OH:30])([CH2:31][C:32](=[O:33])[OH:34])[OH:35])=[O:36].[nH:1]1[cH:2][cH:3][c:4]2[c:5]1[n:6][cH:7][c:8]([NH2:10])[cH:9]2>>[nH:1]1[cH:2][cH:3][c:4]2[c:5]1[n:6][cH:7][c:8]([NH:10][C:12](=[O:13])[O:14][CH2:15][c:16]1[cH:17][cH:18][cH:19][cH:20][cH:21]1)[cH:9]2. Yields the product O=C(Nc1cnc2[nH]ccc2c1)OCc1ccccc1. Reactants: FC(C1=C(CN2N=CC3=CC(=CC=C23)C=C2C(N=C(S2)SC)=O)C=CC(=C1)C(F)(F)F)(F)F (5-[1-(2,4-Bis-trifluoromethyl-benzyl)-1H-indazol-5-ylmethylene]-2-methylsulfanyl-thiazol-4-one), C(C)(C)(C)OC(N[C@@H]1CNCCC1)=O (piperidin-3-(S)-yl-carbamic acid tert-butyl ester). The product is C(C)(C)(C)OC(NC1CN(CCC1)C=1SC(C(N1)=O)=CC=1C=C2C=NN(C2=CC1)CC1=C(C=C(C=C1)C(F)(F)F)C(F)(F)F)=O ((1-{5-[1-(2,4-Bis-trifluoromethyl-benzyl)-1H-indazol-5-ylmethylene]-4-oxo-4,5-dihydro-thiazol-2-yl}-piperidin-3-yl)-carbamic acid tert-butyl ester), N[C@@H]1CN(CCC1)C=1SC(C(N1)=O)=CC=1C=C2C=NN(C2=CC1)CC1=C(C=C(C=C1)C(F)(F)F)C(F)(F)F (2-(3-(S)-Amino-piperidin-1-yl)-5-[1-(2,4-bis-trifluoromethyl-benzyl)-1H-indazol-5-ylmethylene]-thiazol-4-one). As a reaction SMILES: [F:1][C:2]([F:33])([F:32])[C:3]1[CH:27]=[C:26]([C:28]([F:31])([F:30])[F:29])[CH:25]=[CH:24][C:4]=1[CH2:5][N:6]1[C:14]2[C:9](=[CH:10][C:11]([CH:15]=[C:16]3[S:20][C:19](SC)=[N:18][C:17]3=[O:23])=[CH:12][CH:13]=2)[CH:8]=[N:7]1.[C:34]([O:38][C:39](=[O:47])[NH:40][C@H:41]1[CH2:46][CH2:45][CH2:44][NH:43][CH2:42]1)([CH3:37])([CH3:36])[CH3:35]>>[C:34]([O:38][C:39](=[O:47])[NH:40][CH:41]1[CH2:46][CH2:45][CH2:44][N:43]([C:19]2[S:20][C:16](=[CH:15][C:11]3[CH:10]=[C:9]4[C:14](=[CH:13][CH:12]=3)[N:6]([CH2:5][C:4]3[CH:24]=[CH:25][C:26]([C:28]([F:30])([F:31])[F:29])=[CH:27][C:3]=3[C:2]([F:1])([F:33])[F:32])[N:7]=[CH:8]4)[C:17](=[O:23])[N:18]=2)[CH2:42]1)([CH3:37])([CH3:35])[CH3:36].[NH2:40][C@H:41]1[CH2:46][CH2:45][CH2:44][N:43]([C:19]2[S:20][C:16](=[CH:15][C:11]3[CH:10]=[C:9]4[C:14](=[CH:13][CH:12]=3)[N:6]([CH2:5][C:4]3[CH:24]=[CH:25][C:26]([C:28]([F:29])([F:31])[F:30])=[CH:27][C:3]=3[C:2]([F:33])([F:32])[F:1])[N:7]=[CH:8]4)[C:17](=[O:23])[N:18]=2)[CH2:42]1. Reported procedure: (1-{5-[1-(2,4-Bis-trifluoromethyl-benzyl)-1H-indazol-5-ylmethylene]-4-oxo-4,5-dihydro-thiazol-2-yl}-piperidin-3-yl)-carbamic acid tert-butyl ester was prepared from 5-[1-(2,4-Bis-trifluoromethyl-benzyl)-1H-indazol-5-ylmethylene]-2-methylsulfanyl-thiazol-4-one and piperidin-3-(S)-yl-carbamic acid tert-butyl ester following General Procedure C. The compound was used directly following General Procedure H to provide 2-(3-(S)-Amino-piperidin-1-yl)-5-[1-(2,4-bis-trifluoromethyl-benzyl)-1H-indazol-5-y... Starting materials: BrC1=CC=C(C=C1)[C@H](C)N1C(O[C@](CC1)(C1=CC=CC=C1)CCCNS(=O)(=O)C)=O (N-(3-((R)-3-((S)-1-(4-bromophenyl)ethyl)-2-oxo-6-phenyl-1,3-oxazinan-6-yl)propyl)methanesulfonamide), COC1=CC=C(C=N1)B(O)O (6-methoxypyridine-3-boronic acid). Product: COC1=CC=C(C=N1)C1=CC=C(C=C1)[C@H](C)N1C(O[C@](CC1)(C1=CC=CC=C1)CCCNS(=O)(=O)C)=O (N-(3-((R)-3-((S)-1-(4-(6-methoxypyridin-3-yl)phenyl)ethyl)-2-oxo-6-phenyl-1,3-oxazinan-6-yl)propyl)methanesulfonamide). RXN SMILES: Br[C:2]1[CH:7]=[CH:6][C:5]([C@@H:8]([N:10]2[CH2:15][CH2:14][C@:13]([CH2:22][CH2:23][CH2:24][NH:25][S:26]([CH3:29])(=[O:28])=[O:27])([C:16]3[CH:21]=[CH:20][CH:19]=[CH:18][CH:17]=3)[O:12][C:11]2=[O:30])[CH3:9])=[CH:4][CH:3]=1.[CH3:31][O:32][C:33]1[N:38]=[CH:37][C:36](B(O)O)=[CH:35][CH:34]=1>>[CH3:31][O:32][C:33]1[N:38]=[CH:37][C:36]([C:2]2[CH:7]=[CH:6][C:5]([C@@H:8]([N:10]3[CH2:15][CH2:14][C@:13]([CH2:22][CH2:23][CH2:24][NH:25][S:26]([CH3:29])(=[O:28])=[O:27])([C:16]4[CH:17]=[CH:18][CH:19]=[CH:20][CH:21]=4)[O:12][C:11]3=[O:30])[CH3:9])=[CH:4][CH:3]=2)=[CH:35][CH:34]=1. Reported procedure: The title compound was prepared from N-(3-((R)-3-((S)-1-(4-bromophenyl)ethyl)-2-oxo-6-phenyl-1,3-oxazinan-6-yl)propyl)methanesulfonamide and 6-methoxypyridine-3-boronic acid following procedures analogous to those described in Example 1 Step 2. LC-MS Method 2 tR=1.316 min, m/z=524.1; 1H NMR (CDCl3) 1.28-1.38 (m, 1H), 1.48 (d, 3H), 1.67 (m, 1H), 1.81-1.98 (m, 2H), 2.13 (m, 1H), 2.24 (m, 2H), 2.83 (m, 4H), 3.01 (m, 2H), 3.91 (s, 3H), 4.15 (m, 1H), 5.62 (m, 1H), 6.73 (d, 1H), 6.91 (d, 2H), 7.18-7.3...